describe an organic reaction: reactants, conditions, products, and yield From a dataset of the Open Reaction Database (ORD), a public repository of structured organic reaction records. Reactants: [Br-], C[SiH](C)OC(c1ccccc1[Mg+])C(C)(C)C, O=CC1CC1, [Cl-], [NH4+], C1CCOC1, C1CCOC1. Product: C[SiH](C)OC(c1ccccc1C(O)C1CC1)C(C)(C)C. RXN SMILES: [Br-:11].[C:12]([CH3:13])([CH3:14])([CH3:15])[CH:16]([c:17]1[c:18]([Mg+:23])[cH:19][cH:20][cH:21][cH:22]1)[O:24][SiH:25]([CH3:26])[CH3:27].[CH:1]1([CH:4]=[O:5])[CH2:2][CH2:3]1.[Cl-:28].[NH4+:29].[O:30]1[CH2:31][CH2:32][CH2:33][CH2:34]1.[O:6]1[CH2:7][CH2:8][CH2:9][CH2:10]1>>[CH:1]1([CH:4]([OH:5])[c:18]2[c:17]([CH:16]([C:12]([CH3:13])([CH3:14])[CH3:15])[O:24][SiH:25]([CH3:26])[CH3:27])[cH:22][cH:21][cH:20][cH:19]2)[CH2:2][CH2:3]1. Starting materials: CCCC[Sn](Cl)(CCCC)CCCC, C1CCOC1, CC(C)[Mg+], [Cl-], [Cl-], Fc1cc(F)c(F)c(-n2cnc(I)c2)c1, [NH4+]. Product: CCCC[Sn](CCCC)(CCCC)c1cn(-c2cc(F)cc(F)c2F)cn1. As a reaction SMILES: [CH2:21]([CH2:22][CH2:23][CH3:24])[Sn:25]([CH2:26][CH2:27][CH2:28][CH3:29])([CH2:30][CH2:31][CH2:32][CH3:33])[Cl:34].[CH2:37]1[O:38][CH2:39][CH2:40][CH2:41]1.[CH:17]([Mg+:18])([CH3:19])[CH3:20].[Cl-:16].[Cl-:35].[I:1][c:2]1[n:3][cH:4][n:5](-[c:7]2[c:8]([F:15])[c:9]([F:14])[cH:10][c:11]([F:13])[cH:12]2)[cH:6]1.[NH4+:36]>>[c:2]1([Sn:25]([CH2:21][CH2:22][CH2:23][CH3:24])([CH2:26][CH2:27][CH2:28][CH3:29])[CH2:30][CH2:31][CH2:32][CH3:33])[n:3][cH:4][n:5](-[c:7]2[c:8]([F:15])[c:9]([F:14])[cH:10][c:11]([F:13])[cH:12]2)[cH:6]1. Reaction conditions: time 1 hour. Yields the product ClC=1C=C(C(=O)O)C=C(C1OCCN1CCN(CC1)C)OC (3-Chloro-5-methoxy-4-[2-(4-methyl-piperazin-1-yl)-ethoxy]-benzoic acid). The solvent is [OH-].[Na+] (NaOH), C1CCOC1 (THF). RXN SMILES: C[O:2][C:3](=[O:23])[C:4]1[CH:9]=[C:8]([O:10][CH3:11])[C:7]([O:12][CH2:13][CH2:14][N:15]2[CH2:20][CH2:19][N:18]([CH3:21])[CH2:17][CH2:16]2)=[C:6]([Cl:22])[CH:5]=1>[OH-].[Na+].C1COCC1>[Cl:22][C:6]1[CH:5]=[C:4]([CH:9]=[C:8]([O:10][CH3:11])[C:7]=1[O:12][CH2:13][CH2:14][N:15]1[CH2:20][CH2:19][N:18]([CH3:21])[CH2:17][CH2:16]1)[C:3]([OH:23])=[O:2] |f:1.2|. Starting materials: COC(C1=CC(=C(C(=C1)OC)OCCN1CCN(CC1)C)Cl)=O (3-Chloro-5-methoxy-4-[2-(4-methyl-piperazin-1-yl)-ethoxy]-benzoic acid methyl ester). Procedure: A solution of 3-Chloro-5-methoxy-4-[2-(4-methyl-piperazin-1-yl)-ethoxy]-benzoic acid methyl ester (3.7 g, 10.7 mmol) in 2 N NaOH (20 ml) and THF (40 ml) is heated at reflux for 1 hour. The reaction mixture is washed with Et2O. The aqueous phase is concentrated in vacuo, and water (50 ml) is added. The pH is adjusted to 3-4 using 2 N HCl. To this solution is added DOWEX 50WX4 (previously washed with MeOH, 2 N HCl and water), and the resulting mixture is stirred at room temperature for 1 hour. The... Starting materials: CO, Cc1n[nH]c(N)c1-c1nc2ccc(S(=O)(=O)Cl)cc2s1, NCCN1CCOCC1. The product is Cc1n[nH]c(N)c1-c1nc2ccc(S(=O)(=O)NCCN3CCOCC3)cc2s1. Reaction SMILES: [CH3:30][OH:31].[NH2:1][c:2]1[c:3](-[c:8]2[s:9][c:10]3[c:11]([n:12]2)[cH:13][cH:14][c:15]([S:17](=[O:18])(=[O:19])[Cl:20])[cH:16]3)[c:4]([CH3:7])[n:5][nH:6]1.[O:21]1[CH2:22][CH2:23][N:24]([CH2:27][CH2:28][NH2:29])[CH2:25][CH2:26]1>>[NH2:1][c:2]1[c:3](-[c:8]2[s:9][c:10]3[c:11]([n:12]2)[cH:13][cH:14][c:15]([S:17](=[O:18])(=[O:19])[NH:29][CH2:28][CH2:27][N:24]2[CH2:23][CH2:22][O:21][CH2:26][CH2:25]2)[cH:16]3)[c:4]([CH3:7])[n:5][nH:6]1. Reactants: N1CCNCC(C1)O (1,4-diazepan-6-ol), CN1N=CC(=C1)B1OC(C(O1)(C)C)(C)C (1-methyl-4-(4,4,5,5-tetramethyl-1,3,2-dioxaborolan-2-yl)-1H-pyrazole), BrC=1C(N(C=C(N1)Br)C)=O (3,5-dibromo-1-methylpyrazin-2(1H)-one), ClC1=CC2=C(C=N1)C=NN2 (6-chloro-1H-pyrazolo[4,3-c]pyridine). The product is OC1CNCCN(C1)C=1C(N(C=C(N1)N1N=CC=2C=NC(=CC21)C=2C=NN(C2)C)C)=O (3-(6-Hydroxy-1,4-diazepan-1-yl)-1-methyl-5-(6-(1-methyl-1H-pyrazol-4-yl)-1H-pyrazolo[4,3-c]pyridin-1-yl)pyrazin-2(1H)-one). The yield is 7.2%. As a reaction SMILES: [NH:1]1[CH2:7][CH:6]([OH:8])[CH2:5][NH:4][CH2:3][CH2:2]1.Br[C:10]1[C:11](=[O:18])[N:12]([CH3:17])[CH:13]=[C:14](Br)[N:15]=1.Cl[C:20]1[N:25]=[CH:24][C:23]2[CH:26]=[N:27][NH:28][C:22]=2[CH:21]=1.[CH3:29][N:30]1[CH:34]=[C:33](B2OC(C)(C)C(C)(C)O2)[CH:32]=[N:31]1>>[OH:8][CH:6]1[CH2:5][N:4]([C:10]2[C:11](=[O:18])[N:12]([CH3:17])[CH:13]=[C:14]([N:28]3[C:22]4[CH:21]=[C:20]([C:33]5[CH:32]=[N:31][N:30]([CH3:29])[CH:34]=5)[N:25]=[CH:24][C:23]=4[CH:26]=[N:27]3)[N:15]=2)[CH2:3][CH2:2][NH:1][CH2:7]1. Procedure details: Following the procedures as described in Example 124 and starting with 1,4-diazepan-6-ol, 3,5-dibromo-1-methylpyrazin-2(1H)-one, 6-chloro-1H-pyrazolo[4,3-c]pyridine, and 1-methyl-4-(4,4,5,5-tetramethyl-1,3,2-dioxaborolan-2-yl)-1H-pyrazole, 254 was obtained as a yellow solid (80 mg, 7.2%) over five steps. 1H NMR (500 MHz, DMSO-d6) δ (ppm) 9.09 (s, 1H), 8.43 (s, 1H), 8.30 (s, 1H), 8.29 (s, 1H), 8.05 (s, 1H), 8.00 (s, 1H), 4.91 (s, 1H), 4.49 (m, 1H), 3.92 (m, 1H), 3.89 (s, 3H), 3.70-3.71 (m, 2H), 3... Starting materials: O=C(Cl)c1ccc(Br)cc1, CCOC(C)=O, O=C(c1ccc(Cl)cc1)C1CCNCC1, Cl, [Na+], C1CCOC1, [OH-]. Yields the product O=C(c1ccc(Cl)cc1)C1CCN(C(=O)c2ccc(Br)cc2)CC1. Reaction SMILES: [Br:6][c:7]1[cH:8][cH:9][c:10]([C:11](=[O:12])[Cl:13])[cH:14][cH:15]1.[CH3:34][CH2:35][O:36][C:37](=[O:38])[CH3:39].[Cl:17][c:18]1[cH:19][cH:20][c:21]([C:24](=[O:25])[CH:26]2[CH2:27][CH2:28][NH:29][CH2:30][CH2:31]2)[cH:22][cH:23]1.[ClH:16].[Na+:33].[O:1]1[CH2:2][CH2:3][CH2:4][CH2:5]1.[OH-:32]>>[Br:6][c:7]1[cH:8][cH:9][c:10]([C:11](=[O:12])[N:29]2[CH2:28][CH2:27][CH:26]([C:24]([c:21]3[cH:20][cH:19][c:18]([Cl:17])[cH:23][cH:22]3)=[O:25])[CH2:31][CH2:30]2)[cH:14][cH:15]1. Starting materials: O (Water), ClC=1C=CC=2N(N1)C=C(N2)NC(OCC(Cl)(Cl)Cl)=O (2,2,2-trichloroethyl (6-chloroimidazo[1,2-b]pyridazin-2-yl)carbamate), C1(=CC=CC=C1)C1=NSC(=N1)N1CCNCC1 (1-(3-phenyl-1,2,4-thiadiazol-5-yl)piperazine), C(C)(C)N(CC)C(C)C (diisopropylethylamine). The solvent is CS(=O)C (dimethylsulfoxide). Conditions: temperature 70 celsius, time 1 day. Yields the product ClC=1C=CC=2N(N1)C=C(N2)NC(=O)N2CCN(CC2)C2=NC(=NS2)C2=CC=CC=C2 (N-(6-Chloroimidazo[1,2-b]pyridazin-2-yl)-4-(3-phenyl-1,2,4-thiadiazol-5-yl)piperazine-1-carboxamide). Yield: 46.6%. RXN SMILES: [Cl:1][C:2]1[CH:3]=[CH:4][C:5]2[N:6]([CH:8]=[C:9]([NH:11][C:12](=[O:19])OCC(Cl)(Cl)Cl)[N:10]=2)[N:7]=1.[C:20]1([C:26]2[N:30]=[C:29]([N:31]3[CH2:36][CH2:35][NH:34][CH2:33][CH2:32]3)[S:28][N:27]=2)[CH:25]=[CH:24][CH:23]=[CH:22][CH:21]=1.C(N(C(C)C)CC)(C)C.O>CS(C)=O>[Cl:1][C:2]1[CH:3]=[CH:4][C:5]2[N:6]([CH:8]=[C:9]([NH:11][C:12]([N:34]3[CH2:35][CH2:36][N:31]([C:29]4[S:28][N:27]=[C:26]([C:20]5[CH:25]=[CH:24][CH:23]=[CH:22][CH:21]=5)[N:30]=4)[CH2:32][CH2:33]3)=[O:19])[N:10]=2)[N:7]=1. Procedure details: A mixture of 2,2,2-trichloroethyl (6-chloroimidazo[1,2-b]pyridazin-2-yl)carbamate (700 mg, 2.04 mmol), 1-(3-phenyl-1,2,4-thiadiazol-5-yl)piperazine (456 mg, 1.85 mmol) and diisopropylethylamine (0.355 ml, 2.04 mmol) in dimethylsulfoxide (6.2 ml) was stirred at 70° C. for 1 day. Water was poured into the reaction solution, and the mixture was extracted with ethyl acetate. The extract was washed with water and dried over anhydrous magnesium sulfate, and the solvent was distilled off under reduced ... Reported procedure: The title compound was prepared from methyl 4-((1R,3aS,5aR,5bR,7aR,11aS,11bR,13aR,13bR)-3a-amino-5a,5b,8,8,11a-pentamethyl-1-(prop-1-en-2-yl)-2,3,3a,4,5,5a,5b,6,7,7a,8,11,11a,11b,12,13,13a,13b-octadecahydro-1H-cyclopenta[a]chrysen-9-yl)benzoate following the general procedure described for the parallel synthesis of C-17 amides above, using piperidin-1-ylacetic acid hydrochloride as the reacting carboxylic acid. LCMS: m/e 655.7 (M+H)+, 4.68 min (method 3). Yields the product C[C@]12CC[C@@]3([C@@H]([C@H]2CC[C@@H]2[C@]4(CC=C(C([C@@H]4CC[C@@]12C)(C)C)C1=CC=C(C(=O)O)C=C1)C)[C@@H](CC3)C(=C)C)NC(CN3CCCCC3)=O (4-((1R,3aS,5aR,5bR,7aR,11aS,11bR,13aR,13bR)-5a,5b,8,8,11a-pentamethyl-3a-(2-(piperidin-1-yl)acetamido)-1-(prop-1-en-2-yl)-2,3,3a,4,5,5a,5b,6,7,7a,8,11,11a,11b,12,13,13a,13b-octadecahydro-1H-cyclopenta[a]chrysen-9-yl)benzoic acid). Reaction SMILES: [NH2:1][C@:2]12[CH2:37][CH2:36][C@@H:35]([C:38]([CH3:40])=[CH2:39])[C@@H:3]1[C@@H:4]1[C@@:17]([CH3:20])([CH2:18][CH2:19]2)[C@@:16]2([CH3:21])[C@@H:7]([C@:8]3([CH3:34])[C@@H:13]([CH2:14][CH2:15]2)[C:12]([CH3:23])([CH3:22])[C:11]([C:24]2[CH:33]=[CH:32][C:27]([C:28]([O:30]C)=[O:29])=[CH:26][CH:25]=2)=[CH:10][CH2:9]3)[CH2:6][CH2:5]1.Cl.[N:42]1([CH2:48][C:49](O)=[O:50])[CH2:47][CH2:46][CH2:45][CH2:44][CH2:43]1>>[CH3:20][C@:17]12[C@@:16]3([CH3:21])[C@@H:7]([C@:8]4([CH3:34])[C@@H:13]([CH2:14][CH2:15]3)[C:12]([CH3:23])([CH3:22])[C:11]([C:24]3[CH:33]=[CH:32][C:27]([C:28]([OH:30])=[O:29])=[CH:26][CH:25]=3)=[CH:10][CH2:9]4)[CH2:6][CH2:5][C@@H:4]1[C@H:3]1[C@H:35]([C:38]([CH3:40])=[CH2:39])[CH2:36][CH2:37][C@:2]1([NH:1][C:49](=[O:50])[CH2:48][N:42]1[CH2:47][CH2:46][CH2:45][CH2:44][CH2:43]1)[CH2:19][CH2:18]2 |f:1.2|. The reactants are N[C@]12[C@@H]([C@H]3CC[C@@H]4[C@]5(CC=C(C([C@@H]5CC[C@]4([C@@]3(CC1)C)C)(C)C)C1=CC=C(C(=O)OC)C=C1)C)[C@@H](CC2)C(=C)C (methyl 4-((1R,3aS,5aR,5bR,7aR,11aS,11bR,13aR,13bR)-3a-amino-5a,5b,8,8,11a-pentamethyl-1-(prop-1-en-2-yl)-2,3,3a,4,5,5a,5b,6,7,7a,8,11,11a,11b,12,13,13a,13b-octadecahydro-1H-cyclopenta[a]chrysen-9-yl)benzoate), carboxylic acid, amides, Cl.N1(CCCCC1)CC(=O)O (piperidin-1-ylacetic acid hydrochloride). The reactants are O.[OH-].[Li+] (Lithium hydroxide monohydrate), FC1=CC=C(C=C1)[C@H]1CCC[C@@H]2N1C(C(CCC2)P(OCC)(OCC)=O)=O (diethyl [(4R*,10aS*)-4-(4-fluorophenyl)-6-oxodecahydropyrido[1,2-a]azepin-7-yl]phosphonate), COC=1C=C(C=O)C=CC1N1C=NC(=C1)C (3-methoxy-4-(4-methyl-1H-imidazol-1-yl)benzaldehyde), C(C)(=O)OCC (Ethyl acetate). Solvent: O1CCCC1 (tetrahydrofuran), C(C)O (ethanol), [Cl-].[Na+].O (brine). Conditions: time 25 hour. Yields the product FC1=CC=C(C=C1)[C@@H]1CCC[C@H]2N1C(/C(/CCC2)=C/C2=CC(=C(C=C2)N2C=NC(=C2)C)OC)=O ((E)-(4S*,10aS*)-4-(4-fluorophenyl)-7-[3-methoxy-4-(4-methyl-1H-imidazol-1-yl)benzylidene]octahydropyrido[1,2-a]azepin-6-one). Yield: 50.8%. Reaction SMILES: O.[OH-].[Li+].[F:4][C:5]1[CH:10]=[CH:9][C:8]([C@@H:11]2[N:16]3[C:17](=[O:30])[CH:18](P(=O)(OCC)OCC)[CH2:19][CH2:20][CH2:21][C@@H:15]3[CH2:14][CH2:13][CH2:12]2)=[CH:7][CH:6]=1.[CH3:31][O:32][C:33]1[CH:34]=[C:35]([CH:38]=[CH:39][C:40]=1[N:41]1[CH:45]=[C:44]([CH3:46])[N:43]=[CH:42]1)[CH:36]=O.C(OCC)(=O)C>O1CCCC1.C(O)C.[Cl-].[Na+].O>[F:4][C:5]1[CH:6]=[CH:7][C:8]([C@H:11]2[N:16]3[C:17](=[O:30])/[C:18](=[CH:36]/[C:35]4[CH:38]=[CH:39][C:40]([N:41]5[CH:45]=[C:44]([CH3:46])[N:43]=[CH:42]5)=[C:33]([O:32][CH3:31])[CH:34]=4)/[CH2:19][CH2:20][CH2:21][C@H:15]3[CH2:14][CH2:13][CH2:12]2)=[CH:9][CH:10]=1 |f:0.1.2,8.9.10|. Reported procedure: Lithium hydroxide monohydrate (68 mg) was added to a mixed solution of diethyl [(4R*,10aS*)-4-(4-fluorophenyl)-6-oxodecahydropyrido[1,2-a]azepin-7-yl]phosphonate (213 mg) and 3-methoxy-4-(4-methyl-1H-imidazol-1-yl)benzaldehyde (116 mg) in tetrahydrofuran (6 mL) and ethanol (1.5 mL), and the reaction solution was stirred at room temperature for 25 hours. Ethyl acetate and brine were added to the reaction solution, and the organic layer was separated. The resulting organic layer was dried over mag...